From a dataset of the Open Reaction Database (ORD), a public repository of structured organic reaction records. describe an organic reaction: reactants, conditions, products, and yield Starting materials: O=C([O-])[O-], CO, [K+], [K+], O, Cc1cc2n(c1C(=O)c1cccs1)CCC2C(=O)OC(C)C. Yields the product Cc1cc2n(c1C(=O)c1cccs1)CCC2C(=O)O. RXN SMILES: [C:25](=[O:26])([O-:27])[O-:28].[CH3:23][OH:24].[K+:29].[K+:30].[OH2:31].[c:1]1([C:6](=[O:7])[c:8]2[c:9]([CH3:22])[cH:10][c:11]3[n:12]2[CH2:13][CH2:14][CH:15]3[C:16](=[O:17])[O:18][CH:19]([CH3:20])[CH3:21])[cH:2][cH:3][cH:4][s:5]1>>[c:1]1([C:6](=[O:7])[c:8]2[c:9]([CH3:22])[cH:10][c:11]3[n:12]2[CH2:13][CH2:14][CH:15]3[C:16](=[O:17])[OH:18])[cH:2][cH:3][cH:4][s:5]1. Reactants: OC1(c2ccc(Br)cc2)CCNCC1, CI, CC(C)=O, CCOC(C)=O, [K+], [K+], O=C([O-])[O-], O. The product is CN1CCC(O)(c2ccc(Br)cc2)CC1. As a reaction SMILES: [Br:1][c:2]1[cH:3][cH:4][c:5]([C:8]2([OH:14])[CH2:9][CH2:10][NH:11][CH2:12][CH2:13]2)[cH:6][cH:7]1.[CH3:15][I:16].[CH3:23][C:24](=[O:25])[CH3:26].[CH3:27][CH2:28][O:29][C:30]([CH3:31])=[O:32].[K+:17].[K+:18].[O-:19][C:20]([O-:21])=[O:22].[OH2:33]>>[Br:1][c:2]1[cH:3][cH:4][c:5]([C:8]2([OH:14])[CH2:9][CH2:10][N:11]([CH3:20])[CH2:12][CH2:13]2)[cH:6][cH:7]1. Starting materials: COC(=O)CBr, Nc1ccc2c(c1)OCO2, [H-], [Na+], C1CCOC1. Product: COC(=O)CNc1ccc2c(c1)OCO2. Reaction SMILES: [Br:13][CH2:14][C:15](=[O:16])[O:17][CH3:18].[CH2:1]1[O:2][c:3]2[cH:4][c:5]([NH2:6])[cH:7][cH:8][c:9]2[O:10]1.[H-:11].[Na+:12].[O:19]1[CH2:20][CH2:21][CH2:22][CH2:23]1>>[CH2:1]1[O:2][c:3]2[cH:4][c:5]([NH:6][CH2:14][C:15](=[O:16])[O:17][CH3:18])[cH:7][cH:8][c:9]2[O:10]1. RXN SMILES: [Si:1]([N:8]1[C@@H:11]([CH2:12]O)[CH2:10][C:9]1=[O:14])([C:4]([CH3:7])([CH3:6])[CH3:5])([CH3:3])[CH3:2].C1C=CC(P(C2C=CC=CC=2)C2C=CC=CC=2)=CC=1.CCOC(/N=N/C(OCC)=O)=O.[SH:46][C:47]1[N:52]=[CH:51][CH:50]=[CH:49][N:48]=1>C1COCC1>[Si:1]([N:8]1[C@@H:11]([CH2:12][S:46][C:47]2[N:52]=[CH:51][CH:50]=[CH:49][N:48]=2)[CH2:10][C:9]1=[O:14])([C:4]([CH3:7])([CH3:6])[CH3:5])([CH3:3])[CH3:2]. Solvent: C1CCOC1 (THF). Procedure: To a solution of 1-(tert-butyldimethylsilyl)-4(R)-(hydroxymethyl)azetidin-2-one (2.75 g, 12.77 mmol) in THF (80 mL) was added PPh3 (6.70 g, 25.54 mmol). The reaction was cooled at 0° and DEAD (3.3 mL, 25.54 mmol) was added dropwise. After 5 min. 2-mercaptopyrimidine (3.60 g, 31.92 mmol) was added. After stirring for 15 min at 0° and 60 h at room temperature, the reaction mixture was concentrated. The residue was treated with EtOAc/hexane (1/1) and the resulting solid was filtered and rinsed with... The product is [Si](C)(C)(C(C)(C)C)N1C(C[C@@H]1CSC1=NC=CC=N1)=O (1-(tert-butyldimethylsilyl)-4(R)-(pyrimidin-2-ylsulfanylmethyl)azetidin-2-one). Reaction conditions: time 5 minute. The yield is 94.9%. Reactants: [Si](C)(C)(C(C)(C)C)N1C(C[C@@H]1CO)=O (1-(tert-butyldimethylsilyl)-4(R)-(hydroxymethyl)azetidin-2-one), C1=CC=C(C=C1)P(C2=CC=CC=C2)C3=CC=CC=C3 (PPh3), SC1=NC=CC=N1 (2-mercaptopyrimidine), CCOC(=O)/N=N/C(=O)OCC (DEAD). The reactants are C(C)(C)(C)OC(=O)N[C@@H]1CN(CC[C@H]1OS(=O)(=O)C)C(=O)OCC1=CC=CC=C1 ((3R,4R)-benzyl 3-(tert-butoxycarbonylamino)-4-(methylsulfonyloxy)piperidine-1-carboxylate). The solvent is N1=CC=CC=C1 (pyridine). Product: O=C1O[C@@H]2[C@@H](CN(CC2)C(=O)OCC2=CC=CC=C2)N1 ((3aR,7aS)-benzyl 2-oxohexahydrooxazolo[4,5-c]pyridine-5(6H)-carboxylate). Reaction SMILES: C([O:5][C:6]([NH:8][C@H:9]1[C@H:14](OS(C)(=O)=O)[CH2:13][CH2:12][N:11]([C:20]([O:22][CH2:23][C:24]2[CH:29]=[CH:28][CH:27]=[CH:26][CH:25]=2)=[O:21])[CH2:10]1)=[O:7])(C)(C)C>N1C=CC=CC=1>[O:7]=[C:6]1[NH:8][C@@H:9]2[CH2:10][N:11]([C:20]([O:22][CH2:23][C:24]3[CH:25]=[CH:26][CH:27]=[CH:28][CH:29]=3)=[O:21])[CH2:12][CH2:13][C@@H:14]2[O:5]1. Reported procedure: A solution of (3R,4R)-benzyl 3-(tert-butoxycarbonylamino)-4-(methylsulfonyloxy)piperidine-1-carboxylate in pyridine (0.16 M) was heated to 120° C. in the microwave for 10 minutes. The solution was then concentrated to almost dryness and the forming solid was filtered to give the desired product. The filtrate was further purified via silica gel column chromatography eluting with ethyl acetate (100%) to yield (3aR,7aS)-benzyl 2-oxohexahydrooxazolo[4,5-c]pyridine-5(6H)-carboxylate in 75% combined y... Reactants: OC1=CC=C(C(=O)OCC)C=C1 (ethyl 4-hydroxybenzoate), C([O-])([O-])=O.[K+].[K+] (potassium carbonate), O (water), C([O-])([O-])=O.[K+].[K+] (Potassium carbonate), acid. The reagents and catalysts are [Cu] (copper). Solvent: [N+](=O)([O-])C1=CC=CC=C1 (nitrobenzene). Product: C(C)OC(=O)C1=CC=C(OC2=C(C(=O)O)C=CC=C2)C=C1 (2-(4'-Ethoxycarbonylphenoxy)benzoic acid). Isolated yield 145.5%. RXN SMILES: [C:1](=[O:4])([O-])[O-:2].[K+].[K+].[OH:7][C:8]1[CH:18]=[CH:17][C:11]([C:12]([O:14][CH2:15][CH3:16])=[O:13])=[CH:10][CH:9]=1.O>[N+](C1C=CC=CC=1)([O-])=O.[Cu]>[CH2:15]([O:14][C:12]([C:11]1[CH:10]=[CH:9][C:8]([O:7][C:8]2[CH:18]=[CH:17][CH:11]=[CH:10][C:9]=2[C:1]([OH:2])=[O:4])=[CH:18][CH:17]=1)=[O:13])[CH3:16] |f:0.1.2|. Procedure: Potassium carbonate (14 g) was added to a solution of 2-indobenzoic acid (50 g) in nitrobenzene (50 ml) at 140°-150° C. with stirring. The mixture was stirred for an additional 10 minutes after the addition. Then, ethyl 4-hydroxybenzoate (33.5 g), potassium carbonate (28 g) and copper (3 g) were added. The mixture was stirred at 150°-160° C. for 30 minutes and allowed to cool. After the addition of water, the mixture was filtered and the filtrate was acidified with concentrated hydrochloric acid... Starting materials: CN(C=O)C (dimethylformamide), solution, C(C)(CC)[Li] (sec-butyl lithium), FC1=CC=C(C=C1)C1=CC=C(C=C1)Br (4'-fluoro-4-bromobiphenyl), [Cl-].[NH4+] (ammonium chloride). Run in O1CCCC1 (tetrahydrofuran), C1CCCCC1 (cyclohexane), O1CCCC1 (tetrahydrofuran). Conditions: temperature -75 celsius, time 15 minute. The product is FC1=CC=C(C=C1)C1=CC=C(C=C1)C=O (4'-fluoro 4-biphenylcarboxaldehyde). Isolated yield 33.0%. RXN SMILES: C([Li])(CC)C.[F:6][C:7]1[CH:12]=[CH:11][C:10]([C:13]2[CH:18]=[CH:17][C:16](Br)=[CH:15][CH:14]=2)=[CH:9][CH:8]=1.CN(C)[CH:22]=[O:23].[Cl-].[NH4+]>C1CCCCC1.O1CCCC1>[F:6][C:7]1[CH:12]=[CH:11][C:10]([C:13]2[CH:18]=[CH:17][C:16]([CH:22]=[O:23])=[CH:15][CH:14]=2)=[CH:9][CH:8]=1 |f:3.4|. Procedure details: A 1.3M solution of sec-butyl lithium in cyclohexane (6.6 ml) was added to a stirred solution of 4'-fluoro-4-bromobiphenyl (1.76 g) in tetrahydrofuran (35 ml) at a temperature below -75° C. and under an atmosphere of argon. The reaction mixture was stirred at -75° C. for 15 minutes. A solution of dry dimethylformamide (1.74 ml) in dry tetrahydrofuran (3.5 ml) was added to the reaction mixture whilst maintaining the temperature below -75° C. and the reaction mixture was then stirred at -75° C. for...